From a dataset of the Open Reaction Database (ORD), a public repository of structured organic reaction records. describe an organic reaction: reactants, conditions, products, and yield Run in C(Cl)Cl (methylene chloride), O (water). Reaction SMILES: S(=O)(=O)(O)O.[NH2:6][N:7]1[C:12]([C:13]([F:16])([F:15])[F:14])=[CH:11][C:10](=[O:17])[N:9]([C:18]2[CH:23]=[C:22]([O:24]C(C)C)[C:21]([Cl:28])=[CH:20][C:19]=2[F:29])[C:8]1=[O:30]>C(Cl)Cl.O>[NH2:6][N:7]1[C:12]([C:13]([F:14])([F:15])[F:16])=[CH:11][C:10](=[O:17])[N:9]([C:18]2[CH:23]=[C:22]([OH:24])[C:21]([Cl:28])=[CH:20][C:19]=2[F:29])[C:8]1=[O:30]. Reactants: S(O)(O)(=O)=O (sulfuric acid), NN1C(N(C(C=C1C(F)(F)F)=O)C1=C(C=C(C(=C1)OC(C)C)Cl)F)=O (1-amino-3-(4-chloro-2-fluoro-5-isopropyloxyphenyl)-6-trifluoromethyl-1,2,3,4-tetrahydropyrimidine-2,4-dione). Yields the product NN1C(N(C(C=C1C(F)(F)F)=O)C1=C(C=C(C(=C1)O)Cl)F)=O (1-amino-3-(4-chloro-2-fluoro-5-hydroxyphenyl)-6-trifluoromethyl-1,2,3,4-tetrahydropyrimidine-2,4-dione). Procedure details: Conc. sulfuric acid (3 ml) was added to a solution of 1-amino-3-(4-chloro-2-fluoro-5-isopropyloxyphenyl)-6-trifluoromethyl-1,2,3,4-tetrahydropyrimidine-2,4-dione (4.5 g) in methylene chloride (50 ml) stirred at 0° C. After 1 hour the mixture was diluted with water and processed. The oily product was chromatographed on silica gel eluting with ethyl acetate:hexane, 2:3, to give 1-amino-3-(4-chloro-2-fluoro-5-hydroxyphenyl)-6-trifluoromethyl-1,2,3,4-tetrahydropyrimidine-2,4-dione as a pale yellow a... Conditions: temperature 0 celsius. The reactants are CC1CO1, CN(C)C=O, C=COCCN1C(=O)NC(C)(C)C1=O, [Cl-], [Li+]. Product: C=COCCN1C(=O)N(CC(C)O)C(C)(C)C1=O. As a reaction SMILES: [CH2:15]1[CH:16]([CH3:17])[O:18]1.[CH3:21][N:22]([CH3:23])[CH:24]=[O:25].[CH:1](=[CH2:2])[O:3][CH2:4][CH2:5][N:6]1[C:7](=[O:14])[NH:8][C:9]([CH3:12])([CH3:13])[C:10]1=[O:11].[Cl-:20].[Li+:19]>>[CH:1](=[CH2:2])[O:3][CH2:4][CH2:5][N:6]1[C:7](=[O:14])[N:8]([CH2:15][CH:16]([CH3:17])[OH:18])[C:9]([CH3:12])([CH3:13])[C:10]1=[O:11]. Procedure: The procedure of Method A was followed in that -indolesulfonamide (10.2 mmol) was reacted with 4-chlorophenylisocyanate (10.2 mmol) to obtain 2.1 g of title product as a solid. The 2-indolesulfonamide was prepared by procedures well known in the art. See, e.g., European Patent Application 070698 (published Jan. 26, 1983). 1H NMR (CD3SOCD3): δ12.14 (s, 1 H), 10.82 (bs, 1 H), 9.07 (s, 1 H), 7.73 (d, J =8 Hz, 1 H), 7.56 (d, J =8 Hz, 1 H), 7.43 (d, J =9 Hz, 2 H), 7.34 (d, J =9 Hz, 2 H), 7.32 (m, H),... The yield is 58.9%. Product: ClC1=CC=C(C=C1)NC(=O)NS(=O)(=O)C=1NC2=CC=CC=C2C1 (N-[[(4-chlorophenyl)amino]carbonyl]-lH-indole-2-sulfonamide). As a reaction SMILES: [NH:1]1[C:9]2[C:4](=[CH:5][CH:6]=[CH:7][CH:8]=2)[CH:3]=[C:2]1[S:10]([NH2:13])(=[O:12])=[O:11].[Cl:14][C:15]1[CH:20]=[CH:19][C:18]([N:21]=[C:22]=[O:23])=[CH:17][CH:16]=1>>[Cl:14][C:15]1[CH:20]=[CH:19][C:18]([NH:21][C:22]([NH:13][S:10]([C:2]2[NH:1][C:9]3[C:4]([CH:3]=2)=[CH:5][CH:6]=[CH:7][CH:8]=3)(=[O:11])=[O:12])=[O:23])=[CH:17][CH:16]=1. Starting materials: N1C(=CC2=CC=CC=C12)S(=O)(=O)N (indolesulfonamide), ClC1=CC=C(C=C1)N=C=O (4-chlorophenylisocyanate). Procedure details: To a solution of 2-fluoro-4-methylbenzonitrile (356mg, 3.96 mmol) and 3-chlorophenol (439 μL, 4.16 mmol) in 10 mL of DMSO was added Cs2CO3 (2.58 g, 7.92 mmol). The solution was heated at 80° C. for 4 h. The solution was diluted with EtOAc and was washed with Sat. NaHCO3 solution, water, and brine. The organics were dried (MgSO4), filtered, and concentrated in vacuo to give the title compound without further purification. Reactants: FC1=C(C#N)C=CC(=C1)C (2-fluoro-4-methylbenzonitrile), ClC=1C=C(C=CC1)O (3-chlorophenol), C(=O)([O-])[O-].[Cs+].[Cs+] (Cs2CO3). Yields the product ClC=1C=C(OC2=C(C#N)C=CC(=C2)C)C=CC1 (2-(3-chlorophenoxy)-4-methyl-benzonitrile). Solvent: CCOC(=O)C (EtOAc), CS(=O)C (DMSO). RXN SMILES: F[C:2]1[CH:9]=[C:8]([CH3:10])[CH:7]=[CH:6][C:3]=1[C:4]#[N:5].[Cl:11][C:12]1[CH:13]=[C:14]([OH:18])[CH:15]=[CH:16][CH:17]=1.C([O-])([O-])=O.[Cs+].[Cs+]>CS(C)=O.CCOC(C)=O>[Cl:11][C:12]1[CH:13]=[C:14]([CH:15]=[CH:16][CH:17]=1)[O:18][C:2]1[CH:9]=[C:8]([CH3:10])[CH:7]=[CH:6][C:3]=1[C:4]#[N:5] |f:2.3.4|. Conditions: temperature 80 celsius. Starting materials: CSC=1SC=CN1 (2-methylsulfanyl-thiazole), O1CCOC12CCC(CC2)=O (1,4-dioxa-spiro[4.5]decan-8-one). The product is CSC=1SC(=CN1)C1(CCC2(OCCO2)CC1)O (8-(2-Methylsulfanyl-thiazol-5-yl)-1,4-dioxa-spiro[4.5]decan-8-ol). As a reaction SMILES: [CH3:1][S:2][C:3]1[S:4][CH:5]=[CH:6][N:7]=1.[O:8]1[C:12]2([CH2:17][CH2:16][C:15](=[O:18])[CH2:14][CH2:13]2)[O:11][CH2:10][CH2:9]1>>[CH3:1][S:2][C:3]1[S:4][C:5]([C:15]2([OH:18])[CH2:16][CH2:17][C:12]3([O:11][CH2:10][CH2:9][O:8]3)[CH2:13][CH2:14]2)=[CH:6][N:7]=1. Reported procedure: The title compound was prepared as a white solid from 2-methylsulfanyl-thiazole (Aldrich) and 1,4-dioxa-spiro[4.5]decan-8-one using the procedure described in Step A of Example 33.